From a dataset of the Open Reaction Database (ORD), a public repository of structured organic reaction records. describe an organic reaction: reactants, conditions, products, and yield Reactants: [C-]#N.[Na+] (NaCN), BrC1=CC(=C(C=C1)NC(C)=O)F (N-(4-bromo-2-fluorophenyl)acetamide), C1(=CC=CC=C1)C (toluene), CNCCNC (N,N′-dimethylethylenediamine). Reagents/catalysts: [Cu]I (CuI). The solvent is N (ammonia). Reaction conditions: temperature 110 celsius, time 24 hour. Product: C(#N)C1=CC(=C(C=C1)NC(C)=O)F (N-(4-Cyano-2-fluorophenyl)acetamide). Yield: 81.2%. RXN SMILES: [C-]#N.[Na+].Br[C:5]1[CH:10]=[CH:9][C:8]([NH:11][C:12](=[O:14])[CH3:13])=[C:7]([F:15])[CH:6]=1.C1(C)C=CC=CC=1.[CH3:23][NH:24]CCNC>N.[Cu]I>[C:23]([C:5]1[CH:10]=[CH:9][C:8]([NH:11][C:12](=[O:14])[CH3:13])=[C:7]([F:15])[CH:6]=1)#[N:24] |f:0.1|. Procedure details: A Schlenk tube was charged with NaCN (137 mg, 2.80 mmol), CuI (44 mg, 0.23 mmol, 10 mol %), KI (77 mg, 0.46 mmol, 20 mol %), and N-(4-bromo-2-fluorophenyl)acetamide (540 mg, 2.33 mmol), briefly evacuated and backfilled with argon three times. Anhydrous toluene (1.2 mL) and N,N′-dimethylethylenediamine (250 μL, 2.35 mmol) were added under argon. The Schlenk tube was sealed with a Teflon valve and the reaction mixture was stirred at 110° C. for 24 h. The resulting suspension was allowed to reach r... Starting materials: Cl, CNC(=O)c1ccc(-c2ccc(C(O)(c3cn(C(c4ccccc4)(c4ccccc4)c4ccccc4)cn3)C(C)C)cc2)s1, c1ccncc1. The product is CNC(=O)c1ccc(-c2ccc(C(O)(c3c[nH]cn3)C(C)C)cc2)s1. RXN SMILES: [ClH:45].[OH:1][C:2]([CH:3]([CH3:4])[CH3:5])([c:6]1[n:7][cH:8][n:9]([C:11]([c:12]2[cH:13][cH:14][cH:15][cH:16][cH:17]2)([c:18]2[cH:19][cH:20][cH:21][cH:22][cH:23]2)[c:24]2[cH:25][cH:26][cH:27][cH:28][cH:29]2)[cH:10]1)[c:30]1[cH:31][cH:32][c:33](-[c:36]2[cH:37][cH:38][c:39]([C:41](=[O:42])[NH:43][CH3:44])[s:40]2)[cH:34][cH:35]1.[n:46]1[cH:47][cH:48][cH:49][cH:50][cH:51]1>>[OH:1][C:2]([CH:3]([CH3:4])[CH3:5])([c:6]1[n:7][cH:8][nH:9][cH:10]1)[c:30]1[cH:31][cH:32][c:33](-[c:36]2[cH:37][cH:38][c:39]([C:41](=[O:42])[NH:43][CH3:44])[s:40]2)[cH:34][cH:35]1. Starting materials: CCn1nccc1-c1cc(C(=O)OC)oc1C, C1CCOC1, O=C1CCC(=O)N1Cl. Product: CCn1ncc(Cl)c1-c1cc(C(=O)OC)oc1C. RXN SMILES: [CH2:1]([CH3:2])[n:3]1[n:4][cH:5][cH:6][c:7]1-[c:8]1[cH:9][c:10]([C:14](=[O:15])[O:16][CH3:17])[o:11][c:12]1[CH3:13].[CH2:26]1[O:27][CH2:28][CH2:29][CH2:30]1.[Cl:18][N:19]1[C:20](=[O:21])[CH2:22][CH2:23][C:24]1=[O:25]>>[CH2:1]([CH3:2])[n:3]1[n:4][cH:5][c:6]([Cl:18])[c:7]1-[c:8]1[cH:9][c:10]([C:14](=[O:15])[O:16][CH3:17])[o:11][c:12]1[CH3:13]. The reactants are S([O-])(O)=O.[Na+] (sodium bisulfite), starch iodide, C(C)(=O)C1=CC=2C(CCC(C2C=C1C)(C)C)(C)C (2-acetyl-3,5,5,8,8-pentamethyl-5,6,7,8-tetrahydronaphthalene), Cl[O-].[Na+] (sodium hypochlorite), Cl[O-].[Na+] (sodium hypochlorite). Run in O1CCOCC1 (dioxane). Run at temperature 60 celsius, time 2 hour. The product is CC=1C(=CC=2C(CCC(C2C1)(C)C)(C)C)C(=O)O (3,5,5,8,8-Pentamethyl-5,6,7,8-tetrahydro-2-naphthoic acid). RXN SMILES: [C:1]([C:4]1[C:13]([CH3:14])=[CH:12][C:11]2[C:10]([CH3:16])([CH3:15])[CH2:9][CH2:8][C:7]([CH3:18])([CH3:17])[C:6]=2[CH:5]=1)(=[O:3])C.Cl[O-].[Na+].S(=O)(O)[O-:23].[Na+]>O1CCOCC1>[CH3:14][C:13]1[C:4]([C:1]([OH:23])=[O:3])=[CH:5][C:6]2[C:7]([CH3:17])([CH3:18])[CH2:8][CH2:9][C:10]([CH3:16])([CH3:15])[C:11]=2[CH:12]=1 |f:1.2,3.4|. Procedure: A mixture of 8.2 g (0.0336 mol) of 2-acetyl-3,5,5,8,8-pentamethyl-5,6,7,8-tetrahydronaphthalene, 90 ml of 1.19M (0.107 mol) aqueous sodium hypochlorite and 10 ml of dioxane was stirred at room temperature for 0.5 hours and at 60° C. for 2 hours. A further 70 ml of 1.19M (0.0833 mol) of aqueous sodium hypochlorite was then added to the reaction mixture and the mixture stirred at 70° C. for 1 hours. The reaction mixture was then cooled and treated with aqueous sodium bisulfite solution until the m... The reactants are FC=1C=C2C(=C(N(C(C2=CC1)=O)CC(C)C)C(=O)OCC)O (ethyl 6-fluoro-4-hydroxy-2-isobutyl-1-oxo-1,2-dihydro-3-isoquinolinecarboxylate), C(CCC)O (1-butanol), C(CCC)P(CCCC)CCCC (tributylphosphine), N(=NC(=O)N1CCCCC1)C(=O)N1CCCCC1 (1,1′-(azodicarbonyl)dipiperidine). The solvent is O1CCCC1 (tetrahydrofuran). Run at time 3 hour. Product: C(CCC)OC1=C(N(C(C2=CC=C(C=C12)F)=O)CC(C)C)C(=O)OCC (ethyl 4-butoxy-6-fluoro-2-isobutyl-1-oxo-1,2-dihydro-3-isoquinolinecarboxylate). Isolated yield 84.8%. RXN SMILES: [F:1][C:2]1[CH:3]=[C:4]2[C:9](=[CH:10][CH:11]=1)[C:8](=[O:12])[N:7]([CH2:13][CH:14]([CH3:16])[CH3:15])[C:6]([C:17]([O:19][CH2:20][CH3:21])=[O:18])=[C:5]2[OH:22].[CH2:23](O)[CH2:24][CH2:25][CH3:26].C(P(CCCC)CCCC)CCC.N(C(N1CCCCC1)=O)=NC(N1CCCCC1)=O>O1CCCC1>[CH2:23]([O:22][C:5]1[C:4]2[C:9](=[CH:10][CH:11]=[C:2]([F:1])[CH:3]=2)[C:8](=[O:12])[N:7]([CH2:13][CH:14]([CH3:16])[CH3:15])[C:6]=1[C:17]([O:19][CH2:20][CH3:21])=[O:18])[CH2:24][CH2:25][CH3:26]. Procedure: To a solution of ethyl 6-fluoro-4-hydroxy-2-isobutyl-1-oxo-1,2-dihydro-3-isoquinolinecarboxylate (9.22 g, 30 mmol), 1-butanol (3.3 mL, 45 mmol) and tributylphosphine (14.9 mL, 60 mmol) in tetrahydrofuran (100 mL) was added 1,1′-(azodicarbonyl)dipiperidine (15.14 g, 60 mmol) and the mixture was stirred at room temperature for 3 h. The reaction mixture was concentrated under reduced pressure, and the residue was purified by silica gel column chromatography to give ethyl 4-butoxy-6-fluoro-2-isobuty...